This data is from the Open Reaction Database (ORD), a public repository of structured organic reaction records. The task is: describe an organic reaction: reactants, conditions, products, and yield Starting materials: C(C)P(OC)(=O)C1=C(C=CC(=C1)OC1=C(C=C(C=C1)C(F)(F)F)Cl)[N+](=O)[O-] (Methyl P-ethyl-2-nitro-5-(2-chloro-4-trifluoromethylphenoxy)phenylphosphinate), O (water). Solvent: Cl (hydrochloric acid). Yields the product C(C)P(O)(=O)C1=C(C=CC(=C1)OC1=C(C=C(C=C1)C(F)(F)F)Cl)[N+](=O)[O-] (P-ethyl-2-nitro-5-(2-chloro-4-trifluoromethylphenoxy)phenylphosphinic acid). RXN SMILES: [CH2:1]([P:3]([C:7]1[CH:12]=[C:11]([O:13][C:14]2[CH:19]=[CH:18][C:17]([C:20]([F:23])([F:22])[F:21])=[CH:16][C:15]=2[Cl:24])[CH:10]=[CH:9][C:8]=1[N+:25]([O-:27])=[O:26])(=[O:6])[O:4]C)[CH3:2].O>Cl>[CH2:1]([P:3]([C:7]1[CH:12]=[C:11]([O:13][C:14]2[CH:19]=[CH:18][C:17]([C:20]([F:22])([F:21])[F:23])=[CH:16][C:15]=2[Cl:24])[CH:10]=[CH:9][C:8]=1[N+:25]([O-:27])=[O:26])(=[O:4])[OH:6])[CH3:2]. Procedure: Methyl P-ethyl-2-nitro-5-(2-chloro-4-trifluoromethylphenoxy)phenylphosphinate (1 g) in 20 ml of 6N hydrochloric acid is heated under reflux overnight. The solution is then poured into water and extracted with methylene chloride. The combined solvent extracts are dried over magnesium sulfate and the solvent is then evaporated off to give P-ethyl-2-nitro-5-(2-chloro-4-trifluoromethylphenoxy)phenylphosphinic acid.